This data is from the Open Reaction Database (ORD), a public repository of structured organic reaction records. The task is: describe an organic reaction: reactants, conditions, products, and yield Starting materials: ClC1=CC=2C(=C(N=CC2I)N)O1 (2-chloro-4-iodofuro[2,3-c]pyridin-7-amine), CC1(OB(OC1(C)C)C=1C=NN(C1)C1CCN(CC1)C(=O)OC(C)(C)C)C (tert-butyl 4-[4-(4,4,5,5-tetramethyl-1,3,2-dioxaborolan-2-yl)-1H-pyrazol-1-yl]piperidine-1-carboxylate). Solvent: COCCOC (1,2-dimethoxyethane), O (water). The product is C(C)(C)(C)OC(=O)N1CCC(CC1)N1N=CC(=C1)C1=C2C(=C(N=C1)N)OC(=C2)Cl (4-[4-(7-amino-2-chloro-furo[2,3-c]pyridin-4-yl)-pyrazol-1-yl]-piperidine-1-carboxylic acid tert-butyl ester). Isolated yield 91.3%. RXN SMILES: [Cl:1][C:2]1[O:12][C:5]2=[C:6]([NH2:11])[N:7]=[CH:8][C:9](I)=[C:4]2[CH:3]=1.CC1(C)C(C)(C)OB([C:21]2[CH:22]=[N:23][N:24]([CH:26]3[CH2:31][CH2:30][N:29]([C:32]([O:34][C:35]([CH3:38])([CH3:37])[CH3:36])=[O:33])[CH2:28][CH2:27]3)[CH:25]=2)O1>COCCOC.O>[C:35]([O:34][C:32]([N:29]1[CH2:28][CH2:27][CH:26]([N:24]2[CH:25]=[C:21]([C:9]3[CH:8]=[N:7][C:6]([NH2:11])=[C:5]4[O:12][C:2]([Cl:1])=[CH:3][C:4]=34)[CH:22]=[N:23]2)[CH2:31][CH2:30]1)=[O:33])([CH3:38])([CH3:36])[CH3:37]. Reported procedure: A mixture of 2-chloro-4-iodofuro[2,3-c]pyridin-7-amine (7.7 g, 26.2 mmol) and tert-butyl 4-[4-(4,4,5,5-tetramethyl-1,3,2-dioxaborolan-2-yl)-1H-pyrazol-1-yl]piperidine-1-carboxylate (10.52 g, 27.7 mmol) in 1,2-dimethoxyethane (300 mL) and water (100 mL) was sparged with N2 for 15 min, then treated with K2CO3 and Pd(PPh3)4. After sparging again with N2 for 5 min, the mixture was heated at reflux 4-6 h. The 1,2-dimethoxyethane was removed in vacuo, water was added and the mixture extracted with DCM... The reactants are CCN(Cc1ccccc1)C(=O)Cc1cnc(CNC(=O)OC(C)(C)C)c2cc(OC)c(OC)cc12, CCOC(C)=O, Cl. The product is Cl, CCN(Cc1ccccc1)C(=O)Cc1cnc(CN)c2cc(OC)c(OC)cc12. RXN SMILES: [C:1]([O:2][C:3](=[O:4])[NH:7][CH2:8][c:9]1[n:10][cH:11][c:12]([CH2:23][C:24]([N:25]([CH2:26][CH3:27])[CH2:28][c:29]2[cH:30][cH:31][cH:32][cH:33][cH:34]2)=[O:35])[c:13]2[cH:14][c:15]([O:21][CH3:22])[c:16]([O:19][CH3:20])[cH:17][c:18]12)([CH3:5])([CH3:6])[CH3:36].[CH3:38][CH2:39][O:40][C:41]([CH3:42])=[O:43].[ClH:37]>>[ClH:37].[NH2:7][CH2:8][c:9]1[n:10][cH:11][c:12]([CH2:23][C:24]([N:25]([CH2:26][CH3:27])[CH2:28][c:29]2[cH:30][cH:31][cH:32][cH:33][cH:34]2)=[O:35])[c:13]2[cH:14][c:15]([O:21][CH3:22])[c:16]([O:19][CH3:20])[cH:17][c:18]12.